This data is from the Open Reaction Database (ORD), a public repository of structured organic reaction records. The task is: describe an organic reaction: reactants, conditions, products, and yield The product is Cc1c(N)cc(Cl)cc1[N+](=O)[O-]. Reaction SMILES: [CH3:24][OH:25].[Cl:1][c:2]1[cH:3][c:4]([N+:12](=[O:13])[O-:14])[c:5]([CH3:11])[c:6]([N+:8]([O-:9])=[O:10])[cH:7]1.[Na+:22].[Na+:23].[OH2:15].[S:16]([S:17]([O-:18])=[O:19])([O-:20])=[O:21]>>[Cl:1][c:2]1[cH:3][c:4]([N+:12](=[O:13])[O-:14])[c:5]([CH3:11])[c:6]([NH2:8])[cH:7]1. Starting materials: CO, Cc1c([N+](=O)[O-])cc(Cl)cc1[N+](=O)[O-], [Na+], [Na+], O, O=S([O-])S(=O)[O-]. Reactants: CCCCC[C@@H](/C=C/[C@H]1[C@@H](C[C@H]2[C@@H]1C/C(=C/CCCC(=O)O)/O2)O)O (prostacyclin), C(CCC\C=C/C\C=C/C\C=C/C\C=C/CCCCC)(=O)O (arachidonic acid), CCCCC[C@@H](/C=C/[C@@H]1[C@H]([C@H](CC(O1)O)O)C/C=C\CCCC(=O)O)O (TXB2), C(CCC\C=C/C\C=C/C\C=C/C\C=C/CCCCC)(=O)O (arachidonic acid), C(C)O (ethanol). Solvent: Tyrode-Hepes, C(Cl)(Cl)Cl (chloroform), CS(=O)C (dimethyl sulfoxide). Product: CCCCCCC[C@H]1CCCO[C@@H]1CCCCCCCC (thromboxane). Reaction SMILES: [CH3:1][CH2:2][CH2:3][CH2:4][CH2:5][C@H:6](O)/[CH:7]=[CH:8]/[C@@H:9]1[C@H:13]2[CH2:14]/[C:15](/O[C@H:12]2[CH2:11][C@H:10]1[OH:24])=[CH:16]/[CH2:17][CH2:18][CH2:19][C:20](O)=O.C(O)C.C(O)(=O)CCC/C=C\C/C=C\C/C=C\C/C=C\CCCCC.CCCCC[C@H](O)/C=C/[C@H]1OC(O)C[C@H](O)[C@@H]1C/C=C\CCCC(O)=O>C(Cl)(Cl)Cl.CS(C)=O>[CH3:20][CH2:19][CH2:18][CH2:17][CH2:16][CH2:15][CH2:14][C@@H:13]1[C@@H:9]([CH2:8][CH2:7][CH2:6][CH2:5][CH2:4][CH2:3][CH2:2][CH3:1])[O:24][CH2:10][CH2:11][CH2:12]1. Procedure: After addition of prostacyclin, human thrombocytes were isolated from platelet-rich plasma and suspended in Tyrode-Hepes buffer of pH 7.4 at 2×108 cells/ml. One ml aliquots of cells were incubated either with a compound according to the invention (0.1 to 100 μM) or a solvent (ethanol and/or dimethyl sulfoxide) at 37° C. for 3 minutes and thereafter with radioactively labelled arachidonic acid (3.5 μM) for 5 minutes. The reaction was stopped and the metabolites of arachidonic acid were extracted ... The reactants are [H-].[K+] (potassium hydride), Cl[Si](C1=CC(=CC(=C1)C)[Si](C)(C)C)(C1=CC(=CC(=C1)C)[Si](C)(C)C)C1=CC(=CC(=C1)C)[Si](C)(C)C (chlorotris(5-methyl-3-trimethylsilyl-phenyl)silane), resultant mixture, C(O)([O-])=O.[Na+] (sodium hydrogen carbonate), CC1=C(C(=C(C1)C)C)C (1,2,3,4-tetramethylcyclopenta-1,3-diene), C([O-])([O-])=O.[Na+].[Na+] (sodium carbonate). Run in C1(=CC=CC=C1)C (Toluene), O1CCCC1 (tetrahydrofuran), O1CCCC1 (tetrahydrofuran). Run at temperature 50 celsius, time 1 hour. Yields the product CC=1C=C(C=C(C1)[Si](C1=C(C(=C(C1C)C)C)C)(C1=CC(=CC(=C1)C)[Si](C)(C)C)C1=CC(=CC(=C1)C)[Si](C)(C)C)[Si](C)(C)C (1-tris(5-methyl-3-trimethylsilyl-phenyl)silyl-2,3,4,5-tetramethylcyclopentadiene). Yield: 59.9%. Reaction SMILES: [H-].[K+].[CH3:3][C:4]1[CH2:8][C:7]([CH3:9])=[C:6]([CH3:10])[C:5]=1[CH3:11].Cl[Si:13]([C:36]1[CH:41]=[C:40]([CH3:42])[CH:39]=[C:38]([Si:43]([CH3:46])([CH3:45])[CH3:44])[CH:37]=1)([C:25]1[CH:30]=[C:29]([CH3:31])[CH:28]=[C:27]([Si:32]([CH3:35])([CH3:34])[CH3:33])[CH:26]=1)[C:14]1[CH:19]=[C:18]([CH3:20])[CH:17]=[C:16]([Si:21]([CH3:24])([CH3:23])[CH3:22])[CH:15]=1.C(=O)([O-])O.[Na+].C(=O)([O-])[O-].[Na+].[Na+]>O1CCCC1.C1(C)C=CC=CC=1>[CH3:42][C:40]1[CH:39]=[C:38]([Si:43]([CH3:46])([CH3:45])[CH3:44])[CH:37]=[C:36]([Si:13]([C:14]2[CH:19]=[C:18]([CH3:20])[CH:17]=[C:16]([Si:21]([CH3:24])([CH3:23])[CH3:22])[CH:15]=2)([C:25]2[CH:30]=[C:29]([CH3:31])[CH:28]=[C:27]([Si:32]([CH3:33])([CH3:34])[CH3:35])[CH:26]=2)[C:8]2[CH:7]([CH3:9])[C:6]([CH3:10])=[C:5]([CH3:11])[C:4]=2[CH3:3])[CH:41]=1 |f:0.1,4.5,6.7.8|. Procedure: Under a nitrogen atmosphere, potassium hydride (0.88 g, 21.82 mmol in terms of potassium hydride) dispersed in mineral oil was washed with hexane. Tetrahydrofuran (38 mL) was added and this mixture was warmed to 50° C. A solution of 1,2,3,4-tetramethylcyclopenta-1,3-diene (2.00 g, 16.37 mmol) dissolved in tetrahydrofuran (8 mL) was added dropwise and stirred at 50° C. for one hour. To this solution, a solution of chlorotris(5-methyl-3-trimethylsilyl-phenyl)silane (7.81 g, 14.11 mmol) dissolved i... The reactants are O=C([O-])[O-], CCOC(=O)c1cccc(-c2ccc(CSCCO)cc2)c1, CCOC(=O)c1ccccc1-c1cccc(CBr)c1, [K+], [K+], CN(C)C=O, OCCS. Product: CCOC(=O)c1ccccc1-c1cccc(CSCCO)c1. Reaction SMILES: [C:46](=[O:47])([O-:48])[O-:49].[CH2:1]([O:2][C:3]([c:4]1[cH:5][c:6](-[c:7]2[cH:8][cH:9][c:10]([CH2:11][S:19][CH2:20][CH2:21][OH:22])[cH:12][cH:13]2)[cH:14][cH:15][cH:16]1)=[O:17])[CH3:18].[CH2:23]([CH3:24])[O:25][C:26](=[O:27])[c:28]1[c:29](-[c:34]2[cH:35][c:36]([CH2:40][Br:41])[cH:37][cH:38][cH:39]2)[cH:30][cH:31][cH:32][cH:33]1.[K+:50].[K+:51].[O:52]=[CH:53][N:54]([CH3:55])[CH3:56].[SH:42][CH2:43][CH2:44][OH:45]>>[S:19]([CH2:20][CH2:21][OH:22])[CH2:40][c:36]1[cH:35][c:34](-[c:29]2[c:28]([C:26]([O:25][CH2:23][CH3:24])=[O:27])[cH:33][cH:32][cH:31][cH:30]2)[cH:39][cH:38][cH:37]1. Reactants: C(C)OC(=O)[C@@H]1OCC=C[C@H]1OC(C)=O (trans-3-acetoxy-3,6-dihydro-2H-pyran-2-carboxylic acid ethyl ester), [H-].[H-].[H-].[H-].[Li+].[Al+3] (LiAlH4). Run in C1CCOC1 (THF). Reaction conditions: time 15 minute. Product: OCC1OCC=CC1O (2-hydroxymethyl-3,6-dihydro-2H-pyran-3-ol). Reaction SMILES: C([O:3][C:4]([C@H:6]1[C@H:11]([O:12]C(=O)C)[CH:10]=[CH:9][CH2:8][O:7]1)=O)C.[H-].[H-].[H-].[H-].[Li+].[Al+3]>C1COCC1>[OH:3][CH2:4][CH:6]1[CH:11]([OH:12])[CH:10]=[CH:9][CH2:8][O:7]1 |f:1.2.3.4.5.6|. Procedure: To a solution of trans-3-acetoxy-3,6-dihydro-2H-pyran-2-carboxylic acid ethyl ester (56 mg, 0.26 mmol) in THF (5 ml) was added LiAlH4 (62 mg, 1.64 mmol). The resulting solution was stirred at ambient temperature for 15 min and quenched by addition of H2O (10 ml). The solution was diluted with EtOAc (50 ml×2), washed with brine (50 ml), dried over Na2SO4, concentrated in vacuo and purified by flash chromatography with 20% EtOAc-hexane (Rf=0.25 in EtOAc) to give 2-hydroxymethyl-3,6-dihydro-2H-pyra...